This data is from the Open Reaction Database (ORD), a public repository of structured organic reaction records. The task is: describe an organic reaction: reactants, conditions, products, and yield The reactants are c1ccc2c(c1)Cc1ccccc1N1CCNCC21, CCO, ClCC1CO1. Yields the product OC(CCl)CN1CCN2c3ccccc3Cc3ccccc3C2C1. As a reaction SMILES: [CH2:6]1[NH:7][CH2:8][CH2:9][N:10]2[CH:11]1[c:12]1[c:13]([cH:21][cH:22][cH:23][cH:24]1)[CH2:14][c:15]1[c:16]2[cH:17][cH:18][cH:19][cH:20]1.[CH3:25][CH2:26][OH:27].[Cl:1][CH2:2][CH:3]1[CH2:4][O:5]1>>[Cl:1][CH2:2][CH:3]([CH2:4][N:7]1[CH2:6][CH:11]2[N:10]([CH2:9][CH2:8]1)[c:16]1[c:15]([cH:20][cH:19][cH:18][cH:17]1)[CH2:14][c:13]1[c:12]2[cH:24][cH:23][cH:22][cH:21]1)[OH:5]. Reactants: aqueous solution, [OH-].[Na+] (sodium hydroxide), C(C)(=O)N(CCCCCC(=O)OCC)C1=C(C=C(C=C1)C=1OC2=C(C(C1)=O)C(=C(C=C2F)F)N)F (2-[4-[N-acetyl-N-(5-ethoxycarbonylpentyl)amino]-3-fluorophenyl]-5-amino-6,8-difluoro-4H-1-benzopyran-4-one). The solvent is C(C)O (ethanol). Conditions: time 17 hour. Product: NC1=C(C=C(C2=C1C(C=C(O2)C2=CC(=C(C=C2)NCCCCCC(=O)O)F)=O)F)F (5-amino-2-[4-(5-carboxypentylamino)-3-fluorophenyl]-6,8-difluoro-4H-1-benzopyran-4-one). Yield: 75.9%. As a reaction SMILES: C([N:4]([C:15]1[CH:20]=[CH:19][C:18]([C:21]2[O:22][C:23]3[C:31]([F:32])=[CH:30][C:29]([F:33])=[C:28]([NH2:34])[C:24]=3[C:25](=[O:27])[CH:26]=2)=[CH:17][C:16]=1[F:35])[CH2:5][CH2:6][CH2:7][CH2:8][CH2:9][C:10]([O:12]CC)=[O:11])(=O)C.[OH-].[Na+]>C(O)C>[NH2:34][C:28]1[C:24]2[C:25](=[O:27])[CH:26]=[C:21]([C:18]3[CH:19]=[CH:20][C:15]([NH:4][CH2:5][CH2:6][CH2:7][CH2:8][CH2:9][C:10]([OH:12])=[O:11])=[C:16]([F:35])[CH:17]=3)[O:22][C:23]=2[C:31]([F:32])=[CH:30][C:29]=1[F:33] |f:1.2|. Reported procedure: 367 mg (0.818 mmol) of Compound 56 obtained in Example 56 was dissolved in 10 ml of ethanol, 1.23 ml of a 2N aqueous solution of sodium hydroxide was added and the mixture was stirred at room temperature for 17 hours. The precipitated crystals were collected by filtration to give 261 mg (69%) of Compound 57.